Dataset: the Open Reaction Database (ORD), a public repository of structured organic reaction records. Task: describe an organic reaction: reactants, conditions, products, and yield The reactants are CCO, [K+], [OH-], CCOC(=O)c1ccc(NCCc2cccs2)cc1. Yields the product O=C(O)c1ccc(NCCc2cccs2)cc1. As a reaction SMILES: [CH3:22][CH2:23][OH:24].[K+:21].[OH-:20].[s:1]1[c:2]([CH2:6][CH2:7][NH:8][c:9]2[cH:10][cH:11][c:12]([C:13](=[O:14])[O:15][CH2:16][CH3:17])[cH:18][cH:19]2)[cH:3][cH:4][cH:5]1>>[s:1]1[c:2]([CH2:6][CH2:7][NH:8][c:9]2[cH:10][cH:11][c:12]([C:13](=[O:14])[OH:15])[cH:18][cH:19]2)[cH:3][cH:4][cH:5]1. The reactants are C(=O)(OC)C1=CC=C(C=C1)CC(C)NCC(C=1N=C(SC1)C(F)(F)F)O (N-[2-(4-carbomethoxyphenyl)-1-methylethyl]-2-hydroxy-2-(2-trifluoromethyl-thiazol-4-yl)ethanamine), [OH-].[Na+] (sodium hydroxide). The product is C(=O)(O)C1=CC=C(C=C1)CC(C)NCC(C=1N=C(SC1)C(F)(F)F)O (N-[2-(4-Carboxyphenyl)-1-methylethyl]-2-hydroxy-2-(2-trifluoromethyl-thiazol-4-yl)ethanamine). RXN SMILES: [C:1]([C:5]1[CH:10]=[CH:9][C:8]([CH2:11][CH:12]([NH:14][CH2:15][CH:16]([OH:26])[C:17]2[N:18]=[C:19]([C:22]([F:25])([F:24])[F:23])[S:20][CH:21]=2)[CH3:13])=[CH:7][CH:6]=1)([O:3]C)=[O:2].[OH-].[Na+]>>[C:1]([C:5]1[CH:10]=[CH:9][C:8]([CH2:11][CH:12]([NH:14][CH2:15][CH:16]([OH:26])[C:17]2[N:18]=[C:19]([C:22]([F:24])([F:23])[F:25])[S:20][CH:21]=2)[CH3:13])=[CH:7][CH:6]=1)([OH:3])=[O:2] |f:1.2|. Reported procedure: Prepared analogously to Example 2 by reaction of N-[2-(4-carbomethoxyphenyl)-1-methylethyl]-2-hydroxy-2-(2-trifluoromethyl-thiazol-4-yl)ethanamine with 1N sodium hydroxide solution. After neutralisation with hydrochloric acid, the mixture is evaporated to dryness and the residue is treated with a mixture of ethyl acetate/ethanol=6:1. The extract is evaporated to dryness and the residue is triturated with 5 ml of water. The water is decanted off and the remaining residue is taken up in methanol, ... Reactants: O[C@H]1C2(CC2)CCN(C1)C(CCCN1C([C@@H](NCC1)C)=O)=O ((S)-1-[4-((S)-4-hydroxy-6-aza-spiro[2.5]oct-6-yl)-4-oxo-butyl]-3-methyl-piperazin-2-one), O[C@H]1C2(CC2)CCN(C1)C(CCCN1C([C@@H](NCC1)C)=O)=O ((S)-1-[4-((S)-4-hydroxy-6-aza-spiro[2.5]oct-6-yl)-4-oxo-butyl]-3-methyl-piperazin-2-one), CN1CCOCC1 (4-methylmorpholine), N(=C=O)C1=CC=C(C=C1)OC(F)(F)F (1-isocyanato-4-trifluoromethoxy-benzene), N(=C=O)C1=CC=C(C=C1)OC(F)(F)F (1-isocyanato-4-trifluoromethoxy-benzene), N(=C=O)C1=CC=C(C=C1)OC(F)(F)F (1-isocyanato-4-trifluoromethoxy-benzene), N(=C=O)C1=CC=C(C=C1)OC(F)(F)F (1-isocyanato-4-trifluoromethoxy-benzene). Run in ClCCl (dichloromethane), ClCCl (dichloromethane). The product is FC(OC1=CC=C(C=C1)NC(=O)N1[C@H](C(N(CC1)CCCC(=O)N1C[C@H](C2(CC2)CC1)O)=O)C)(F)F ((S)-4-[4-((S)-4-Hydroxy-6-aza-spiro[2.5]oct-6-yl)-4-oxo-butyl]-2-methyl-3-oxo-piperazine-1-carboxylic acid (4-trifluoromethoxy-phenyl)-amide). RXN SMILES: [OH:1][C@@H:2]1[CH2:9][N:8]([C:10](=[O:22])[CH2:11][CH2:12][CH2:13][N:14]2[CH2:19][CH2:18][NH:17][C@@H:16]([CH3:20])[C:15]2=[O:21])[CH2:7][CH2:6][C:3]21[CH2:5][CH2:4]2.CN1CCOCC1.[N:30]([C:33]1[CH:38]=[CH:37][C:36]([O:39][C:40]([F:43])([F:42])[F:41])=[CH:35][CH:34]=1)=[C:31]=[O:32]>ClCCl>[F:41][C:40]([F:42])([F:43])[O:39][C:36]1[CH:35]=[CH:34][C:33]([NH:30][C:31]([N:17]2[CH2:18][CH2:19][N:14]([CH2:13][CH2:12][CH2:11][C:10]([N:8]3[CH2:7][CH2:6][C:3]4([CH2:5][CH2:4]4)[C@H:2]([OH:1])[CH2:9]3)=[O:22])[C:15](=[O:21])[C@@H:16]2[CH3:20])=[O:32])=[CH:38][CH:37]=1. Reported procedure: A solution of 0.050 g (0.16 mmol) of (S)-1-[4-((S)-4-hydroxy-6-aza-spiro[2.5]oct-6-yl)-4-oxo-butyl]-3-methyl-piperazin-2-one (intermediate 13) and 0.053 ml (0.48 mmol) of 4-methylmorpholine in 1 ml of dichloromethane was treated at RT with 0.033 g (0.16 mmol) of 1-isocyanato-4-trifluoromethoxy-benzene (intermediate 14) in 1 ml of dichloromethane. After 1 h again 0.005 g of 0.033 g (0.16 mmol) of 1-isocyanato-4-trifluoromethoxy-benzene (intermediate 14) were added and after 30 min the reaction wa... Reactants: CC1(C)Oc2c(Br)cccc2NC1=O, CC1(C)CNc2cccc(Br)c2O1, O=S(=O)(Cl)c1ccccc1F, Nc1cccc(Br)c1O. Product: CC1(C)CN(S(=O)(=O)c2ccccc2F)c2cccc(Br)c2O1. As a reaction SMILES: [Br:14][c:15]1[c:16]2[c:24]([cH:25][cH:26][cH:27]1)[NH:23][C:21](=[O:22])[C:18]([CH3:19])([CH3:20])[O:17]2.[Br:1][c:2]1[cH:3][cH:4][cH:5][c:6]2[c:11]1[O:10][C:9]([CH3:12])([CH3:13])[CH2:8][NH:7]2.[F:37][c:38]1[c:39]([S:44](=[O:45])(=[O:46])[Cl:47])[cH:40][cH:41][cH:42][cH:43]1.[NH2:28][c:29]1[cH:30][cH:31][cH:32][c:33]([Br:34])[c:35]1[OH:36]>>[Br:1][c:2]1[cH:3][cH:4][cH:5][c:6]2[c:11]1[O:10][C:9]([CH3:12])([CH3:13])[CH2:8][N:7]2[S:44]([c:39]1[c:38]([F:37])[cH:43][cH:42][cH:41][cH:40]1)(=[O:45])=[O:46]. RXN SMILES: [OH-].[Na+].[CH2:3]([O:10][C:11]1[CH:16]=[CH:15][C:14]([C@@H:17]([OH:27])[C@@H:18]([NH:20]C(=O)C(F)(F)F)[CH3:19])=[CH:13][C:12]=1[NH:28][S:29]([CH3:32])(=[O:31])=[O:30])[C:4]1[CH:9]=[CH:8][CH:7]=[CH:6][CH:5]=1.Cl>CO>[NH2:20][C@@H:18]([CH3:19])[C@@H:17]([C:14]1[CH:15]=[CH:16][C:11]([O:10][CH2:3][C:4]2[CH:5]=[CH:6][CH:7]=[CH:8][CH:9]=2)=[C:12]([NH:28][S:29]([CH3:32])(=[O:31])=[O:30])[CH:13]=1)[OH:27] |f:0.1|. Yields the product N[C@H]([C@H](O)C=1C=CC(=C(C1)NS(=O)(=O)C)OCC1=CC=CC=C1)C (N-{5-[(1R,2S)-2-Amino-1-hydroxypropyl]-2-benzyloxyphenyl}-methanesulfonamide). The reactants are Cl (hydrochloric acid), aqueous solution, [OH-].[Na+] (sodium hydroxide), C(C1=CC=CC=C1)OC1=C(C=C(C=C1)[C@H]([C@H](C)NC(C(F)(F)F)=O)O)NS(=O)(=O)C (N-[(1S,2R)-2-(4-benzyloxy-3-methanesulfonylaminophenyl)-2-hydroxy-1-methylethyl]-2,2,2-trifluoroacetamide). The yield is 810.7%. The solvent is CO (methanol). Procedure: A 5 mol/L aqueous solution of sodium hydroxide (6.3 mL) was added to a solution of N-[(1S,2R)-2-(4-benzyloxy-3-methanesulfonylaminophenyl)-2-hydroxy-1-methylethyl]-2,2,2-trifluoroacetamide (5.5 g) in methanol (100 mL) at room temperature, and the mixture was heated under reflux for 5.5 hrs. After being cooled to room temperature, 2 mol/L hydrochloric acid (15.7 mL) was added to the mixture. The solvent was evaporated under reduced pressure, and the residue was purified by aminopropyl silica gel ... The product is BrCC(=O)C1=C(NS(=O)(=O)C)C=CC=C1 (2'-(2-Bromoacetyl)methanesulfonanilide). Reactants: BrCC(=O)C1=CC=C(NS(=O)(=O)C2=CC=C(C=C2)C)C=C1 (4'-(2-bromoacetyl)-p-toluenesulfonanilide), C(C)(=O)C1=CC=C(NS(=O)(=O)C2=CC=C(C=C2)C)C=C1 (4'-acetyl-p-toluenesulfonanilide), C(C1=CC=CC=C1)(=O)OOC(C1=CC=CC=C1)=O (benzoyl peroxide). Reaction SMILES: [Br:1][CH2:2][C:3](C1C=CC(NS(C2C=CC(C)=CC=2)(=O)=O)=CC=1)=[O:4].C([C:25]1[CH:41]=[CH:40][C:28]([NH:29][S:30]([C:33]2C=CC(C)=CC=2)(=[O:32])=[O:31])=[CH:27][CH:26]=1)(=O)C.C(OOC(=O)C1C=CC=CC=1)(=O)C1C=CC=CC=1>CCOCC>[Br:1][CH2:2][C:3]([C:27]1[CH:26]=[CH:25][CH:41]=[CH:40][C:28]=1[NH:29][S:30]([CH3:33])(=[O:31])=[O:32])=[O:4]. Run in CCOCC (ether). Reported procedure: In a similar manner 4'-(2-bromoacetyl)-p-toluenesulfonanilide, (m.p. 174°-1765° with decomposition,) can be prepared by bromination of 4'-acetyl-p-toluenesulfonanilide (Preparation 1) [See R. H. Vloth, et al., J. Med. Chem. 9, 88 (1966)]. For this preparation anhydrous ether can also be used as solvent; benzoyl peroxide can be used as a catalyst. The product is crystallized from acetonitrile. Reactants: O (water), FC(OC1=CC=C(C=C1)C1CC(CNC1)C(=O)OC)F (methyl 5-[4-(difluoromethoxy)phenyl]piperidine-3-carboxylate), N1(CCS(CC1)(=O)=O)C(=O)OC1=CC=C(C=C1)[N+](=O)[O-] (4-nitrophenyl thiomorpholine-4-carboxylate 1,1-dioxide), C(C)(C)N(C(C)C)CC (N,N-diisopropylethylamine). Run in C(C)(=O)OCC (ethyl acetate), CN1C(CCC1)=O (N-methylpyrrolidone). Conditions: time 7 minute. Yields the product FC(OC1=CC=C(C=C1)C1CC(CN(C1)C(=O)N1CCS(CC1)(=O)=O)C(=O)OC)F (Methyl 5-[4-(difluoromethoxy)phenyl]-1-[(1,1-dioxidothiomorpholin-4-yl)carbonyl]piperidine-3-carboxylate). RXN SMILES: [F:1][CH:2]([F:20])[O:3][C:4]1[CH:9]=[CH:8][C:7]([CH:10]2[CH2:15][NH:14][CH2:13][CH:12]([C:16]([O:18][CH3:19])=[O:17])[CH2:11]2)=[CH:6][CH:5]=1.C(N(CC)C(C)C)(C)C.[N:30]1([C:38](OC2C=CC([N+]([O-])=O)=CC=2)=[O:39])[CH2:35][CH2:34][S:33](=[O:37])(=[O:36])[CH2:32][CH2:31]1.O>CN1CCCC1=O.C(OCC)(=O)C>[F:20][CH:2]([F:1])[O:3][C:4]1[CH:5]=[CH:6][C:7]([CH:10]2[CH2:15][N:14]([C:38]([N:30]3[CH2:35][CH2:34][S:33](=[O:37])(=[O:36])[CH2:32][CH2:31]3)=[O:39])[CH2:13][CH:12]([C:16]([O:18][CH3:19])=[O:17])[CH2:11]2)=[CH:8][CH:9]=1. Procedure details: 2.2 g (7.7 mmol) of methyl 5-[4-(difluoromethoxy)phenyl]piperidine-3-carboxylate were dissolved in 14 ml of N-methylpyrrolidone, and admixed with 4.0 ml (3.0 g, 23.0 mmol) of N,N-diisopropylethylamine and 3.5 g (11.5 mmol) of 4-nitrophenyl thiomorpholine-4-carboxylate 1,1-dioxide. The reaction mixture was converted in a microwave at 180° C. for seven minutes. Subsequently, water and ethyl acetate were added, and the aqueous phase was removed and extracted repeatedly with ethyl acetate. The combi... Starting materials: P(=O)(O)([O-])[O-].[K+].[K+] (dipotassium hydrogen phosphate), NC1=NC=C(C=N1)B(O)O (2-aminopyrimidin-5-ylboronic acid), ClC=1N=C(C2=C(N1)C(=C(S2)CN2CCN(CC2)C([C@H](C)O)=O)C)N2CCOCC2 ((S)-1-(4-((2-chloro-7-methyl-4-morpholinothieno[3,2-d]pyrimidin-6-yl)methyl)piperazin-1-yl)-2-hydroxypropan-1-one), C(CC)O (n-propanol). Reagents/catalysts: C1=CC=C(C=C1)P(C2=CC=CC=C2)C3=CC=CC=C3.C1=CC=C(C=C1)P(C2=CC=CC=C2)C3=CC=CC=C3.Cl[Pd]Cl (Bis(triphenylphosphine)palladium (II) chloride). Solvent: O (water). Reaction conditions: temperature 80 celsius, time 10 hour. Product: CC1=C(SC2=C1N=C(N=C2N3CCOCC3)C=4C=NC(=NC4)N)CN5CCN(CC5)C(=O)[C@H](C)O (GDC-0980), solid. Yield: 79.0%. RXN SMILES: Cl[C:2]1[N:3]=[C:4]([N:24]2[CH2:29][CH2:28][O:27][CH2:26][CH2:25]2)[C:5]2[S:10][C:9]([CH2:11][N:12]3[CH2:17][CH2:16][N:15]([C:18](=[O:22])[C@@H:19]([OH:21])[CH3:20])[CH2:14][CH2:13]3)=[C:8]([CH3:23])[C:6]=2[N:7]=1.C(O)CC.[NH2:34][C:35]1[N:40]=[CH:39][C:38](B(O)O)=[CH:37][N:36]=1.P([O-])([O-])(O)=O.[K+].[K+]>C1C=CC(P(C2C=CC=CC=2)C2C=CC=CC=2)=CC=1.C1C=CC(P(C2C=CC=CC=2)C2C=CC=CC=2)=CC=1.Cl[Pd]Cl.O>[CH3:23][C:8]1[C:6]2[N:7]=[C:2]([C:38]3[CH:37]=[N:36][C:35]([NH2:34])=[N:40][CH:39]=3)[N:3]=[C:4]([N:24]3[CH2:29][CH2:28][O:27][CH2:26][CH2:25]3)[C:5]=2[S:10][C:9]=1[CH2:11][N:12]1[CH2:17][CH2:16][N:15]([C:18]([C@@H:19]([OH:21])[CH3:20])=[O:22])[CH2:14][CH2:13]1 |f:3.4.5,6.7.8|. Procedure details: (S)-1-(4-((2-chloro-7-methyl-4-morpholinothieno[3,2-d]pyrimidin-6-yl)methyl)piperazin-1-yl)-2-hydroxypropan-1-one II (33.0 g, 75 mmol) was charged to a suitably sized reactor, followed by n-propanol (337 g), water (450 g), 2-aminopyrimidin-5-ylboronic acid III (12.5 g, 90 mmol) and dipotassium hydrogen phosphate (39.2 g, 225 mmol). The resulting mixture was degassed by vacuum/argon purge three times. Bis(triphenylphosphine)palladium (II) chloride (0.079 g, 0.112 mmol) was added and the slurry wa...